From a dataset of the Open Reaction Database (ORD), a public repository of structured organic reaction records. describe an organic reaction: reactants, conditions, products, and yield Reactants: C#CCC(CCCC)O (1-octyn-4(RS)-ol), COCCOC (ethylene glycol dimethyl ether), C(CCC)[Li] (n-butyl lithium). Solvent: CCOCC (ether), CCCCCC (hexane). Conditions: time 1 hour. Yields the product COC(CC#C)CCCC (1-octyn-4(RS)-ol methyl ether). As a reaction SMILES: [CH:1]#[C:2][CH2:3][CH:4]([OH:9])[CH2:5][CH2:6][CH2:7][CH3:8].[CH3:10]OCCOC.C([Li])CCC>CCCCCC.CCOCC>[CH3:10][O:9][CH:4]([CH2:5][CH2:6][CH2:7][CH3:8])[CH2:3][C:2]#[CH:1]. Procedure details: To a solution of 1.26 parts of 1-octyn-4(RS)-ol in 10 parts by volume of ethylene glycol dimethyl ether, cooled to about -40° is added dropwise 4 parts by volume of 2.5 M n-butyl lithium in hexane. The cooling bath is removed and 4 parts of trimethyloxonium hexafluorophosphate is added. The resulting reaction mixture is stirred at room temperature for about 1 hour, then is diluted with ether, washed successively with dilute hydrochloric acid and water, dried over anhydrous sodium sulfate and str... The reactants are C(C)C=1C=C(CNN)C=CC1 (3-ethylbenzylhydrazine), C(C)OC(C=C(OCC)N)=O (β-amino-β-ethoxyacrylic acid ethyl ester), C1(=CC=C(C=C1)S(=O)(=O)O)C (p-toluenesulphonic acid). The solvent is C(C)O (ethanol). Run at time 8 hour. Yields the product NC=1NN(C(C1)=O)CC1=CC(=CC=C1)CC (3-Amino-1-(3-ethylbenzyl)-pyrazol-5-one). RXN SMILES: [CH2:1]([C:3]1[CH:4]=[C:5]([CH:9]=[CH:10][CH:11]=1)[CH2:6][NH:7][NH2:8])[CH3:2].C([O:14][C:15](=O)[CH:16]=[C:17]([NH2:21])OCC)C.C1(C)C=CC(S(O)(=O)=O)=CC=1>C(O)C>[NH2:21][C:17]1[NH:8][N:7]([CH2:6][C:5]2[CH:9]=[CH:10][CH:11]=[C:3]([CH2:1][CH3:2])[CH:4]=2)[C:15](=[O:14])[CH:16]=1. Reported procedure: 14.2 g of 3-ethylbenzylhydrazine were added dropwise to a solution of 15.1 g of β-amino-β-ethoxyacrylic acid ethyl ester and a pinch of p-toluenesulphonic acid in 80 ml of ethanol, in the course of which the temperature rose from 22° to 30°. After stirring overnight, the solvent was distilled off in vacuo and the solid residue was recrystallised from ethanol. The product was the compound identified above. Melting point: 73°, 5 g (24%). Starting materials: OC1=C(C=CC(=C1CCC)OCCCOC1=CC=C(C=C1)[N+](=O)[O-])C(C)=O (1-{2-Hydroxy-3-propyl-4-[3-(4-nitrophenoxy)propoxy]phenyl}ethanone). The reagents and catalysts are [Pd] (palladium on charcoal). The solvent is C(C)O (ethanol), CN(C=O)C (dimethylformamide), C(C)O (ethanol). Reaction conditions: time 90 minute. Yields the product OC1=C(C=CC(=C1CCC)OCCCOC1=CC=C(C=C1)N)C(C)=O (1-{2-Hydroxy-3-propyl-4-[3-(4-aminophenoxy)propoxy]phenyl}ethanone). As a reaction SMILES: [OH:1][C:2]1[C:7]([CH2:8][CH2:9][CH3:10])=[C:6]([O:11][CH2:12][CH2:13][CH2:14][O:15][C:16]2[CH:21]=[CH:20][C:19]([N+:22]([O-])=O)=[CH:18][CH:17]=2)[CH:5]=[CH:4][C:3]=1[C:25](=[O:27])[CH3:26]>C(O)C.CN(C)C=O.[Pd]>[OH:1][C:2]1[C:7]([CH2:8][CH2:9][CH3:10])=[C:6]([O:11][CH2:12][CH2:13][CH2:14][O:15][C:16]2[CH:17]=[CH:18][C:19]([NH2:22])=[CH:20][CH:21]=2)[CH:5]=[CH:4][C:3]=1[C:25](=[O:27])[CH3:26]. Procedure details: 1-{2-Hydroxy-3-propyl-4-[3-(4-nitrophenoxy)propoxy]phenyl}ethanone (19.6 g) was dissolved in a mixture of ethanol (300 ml) and dimethylformamide (100 ml), to which was added under nitrogen, a slurry of palladium on charcoal catalyst (1.0 g, 5%) in ethanol (50 ml). The suspension was then hydrogenated on a Parr at 60 psi and room temperature for 90 minutes. The suspension was filtered over Celite (registered Trade Mark), washed with ethanol and the filtrate evaporated under reduced pressure to a ... Reactants: CN1CCNCC1, COc1ccccc1, [Cl-], [Cl-], [Cl-], [Cl-], CCOC(=O)c1c(Nc2cc(F)ccc2N)sc2cc(OC)ccc12, [Ti+4]. Yields the product COc1ccc2c3c(sc2c1)Nc1cc(F)ccc1N=C3N1CCN(C)CC1. Reaction SMILES: [CH3:26][N:27]1[CH2:28][CH2:29][NH:30][CH2:31][CH2:32]1.[CH3:33][O:34][c:35]1[cH:36][cH:37][cH:38][cH:39][cH:40]1.[Cl-:41].[Cl-:42].[Cl-:43].[Cl-:44].[NH2:1][c:2]1[c:3]([NH:4][c:5]2[c:6]([C:16]([O:17][CH2:18][CH3:19])=[O:20])[c:7]3[c:8]([s:9]2)[cH:10][c:11]([O:14][CH3:15])[cH:12][cH:13]3)[cH:21][c:22]([F:25])[cH:23][cH:24]1.[Ti+4:45]>>[N:1]1=[C:16]([N:30]2[CH2:29][CH2:28][N:27]([CH3:26])[CH2:32][CH2:31]2)[c:6]2[c:5]([s:9][c:8]3[c:7]2[cH:13][cH:12][c:11]([O:14][CH3:15])[cH:10]3)[NH:4][c:3]2[c:2]1[cH:24][cH:23][c:22]([F:25])[cH:21]2. Starting materials: BrC(C(=O)OCC)C1=CC=C(C=C1)C=1SC=CC1 (ethyl bromo[4-(2-thienyl)phenyl]acetate), SC1=CC=C(C=C1)O (4-mercaptophenol), white solid. Yields the product C(C)OC(C(C1=CC=C(C=C1)C=1SC=CC1)SC1=CC=C(C=C1)O)=O (Ethyl[(4-hydroxyphenyl)sulfanyl][4-(2-thienyl)phenyl]acetate). Yield: 73.0%. RXN SMILES: Br[CH:2]([C:8]1[CH:13]=[CH:12][C:11]([C:14]2[S:15][CH:16]=[CH:17][CH:18]=2)=[CH:10][CH:9]=1)[C:3]([O:5][CH2:6][CH3:7])=[O:4].[SH:19][C:20]1[CH:25]=[CH:24][C:23]([OH:26])=[CH:22][CH:21]=1>>[CH2:6]([O:5][C:3](=[O:4])[CH:2]([S:19][C:20]1[CH:25]=[CH:24][C:23]([OH:26])=[CH:22][CH:21]=1)[C:8]1[CH:13]=[CH:12][C:11]([C:14]2[S:15][CH:16]=[CH:17][CH:18]=2)=[CH:10][CH:9]=1)[CH3:7]. Procedure: Ethyl[(4-hydroxyphenyl)sulfanyl][4-(2-thienyl)phenyl]acetate was prepared according to the general method as outlined in example 1 (step 1), starting from ethyl bromo[4-(2-thienyl)phenyl]acetate (2 g, 6.15 mmol) and 4-mercaptophenol (0.82 g, 6.5 mmol); 1.68 g white solid. mp: 103° C.; Yield 73%; MS: 369.1 (M−H)− Reactants: ClC(=O)OCCCCCC (hexyl chloroformate), C([O-])([O-])=O.[K+].[K+] (potassium carbonate), S(=O)(=O)(O)C1=CC=C(C)C=C1.N1=C(C=CC=C1)N(C(=O)C1=CC2=C(N(C(=N2)CNC2=CC=C(C=C2)C(N)=N)C)C=C1)CCC(=O)OCC (1-methyl-2-[N-[4-amidinophenyl]aminomethyl]benzimidazol-5-yl carboxylic acid-N-(2-pyridyl)-N-(2-ethoxycarbonylethyl)amide tosylate). Run in O (water), CC(=O)C (acetone). The product is CCCCCCOC(=O)/N=C(/C=1C=CC(=CC1)NCC2=NC=3C=C(C=CC3N2C)C(=O)N(CCC(=O)OCC)C=4C=CC=CN4)\N (Dabigatran Etexilate). As a reaction SMILES: S(C1C=CC(C)=CC=1)(O)(=O)=O.[N:12]1[CH:17]=[CH:16][CH:15]=[CH:14][C:13]=1[N:18]([CH2:42][CH2:43][C:44]([O:46][CH2:47][CH3:48])=[O:45])[C:19]([C:21]1[CH:41]=[CH:40][C:24]2[N:25]([CH3:39])[C:26]([CH2:28][NH:29][C:30]3[CH:35]=[CH:34][C:33]([C:36](=[NH:38])[NH2:37])=[CH:32][CH:31]=3)=[N:27][C:23]=2[CH:22]=1)=[O:20].Cl[C:50]([O:52][CH2:53][CH2:54][CH2:55][CH2:56][CH2:57][CH3:58])=[O:51].C(=O)([O-])[O-].[K+].[K+]>CC(C)=O.O>[CH3:58][CH2:57][CH2:56][CH2:55][CH2:54][CH2:53][O:52][C:50](/[N:38]=[C:36](\[NH2:37])/[C:33]1[CH:32]=[CH:31][C:30]([NH:29][CH2:28][C:26]2[N:25]([CH3:39])[C:24]3[CH:40]=[CH:41][C:21]([C:19]([N:18]([C:13]4[CH:14]=[CH:15][CH:16]=[CH:17][N:12]=4)[CH2:42][CH2:43][C:44]([O:46][CH2:47][CH3:48])=[O:45])=[O:20])=[CH:22][C:23]=3[N:27]=2)=[CH:35][CH:34]=1)=[O:51] |f:0.1,3.4.5|. Procedure details: 55 g of 1-methyl-2-[N-[4-amidinophenyl]aminomethyl]benzimidazol-5-yl carboxylic acid-N-(2-pyridyl)-N-(2-ethoxycarbonylethyl)amide tosylate was dissolved in 437 ml of acetone and 273 ml of water. 16.4 g of hexyl chloroformate and 34 g of potassium carbonate was added to it at a temperature of about 15° C. After the end of the reaction, the precipitated product is filtered off and washed with acetone/water. Dissolved the obtained solid in 270 ml of acetone under heating and then filtered. The titl...